From a dataset of the Open Reaction Database (ORD), a public repository of structured organic reaction records. describe an organic reaction: reactants, conditions, products, and yield Starting materials: [N+](=O)([O-])C1=CC=C(C=C1)OC(\C=C\C=C(/C1=CC=C(C=C1)OC)\C1=C(C=CC=C1)OC)=O ((E,E)-5-(2-methoxyphenyl)-5-(4-methoxyphenyl)-2,4-pentadienoic acid 4-nitrophenyl ester), N1=CC(=CC=C1)CCCCN (3-pyridinebutanamine). The solvent is O1CCCC1 (tetrahydrofuran). Product: COC1=C(C=CC=C1)/C(=C/C=C/C(=O)NCCCCC=1C=NC=CC1)/C1=CC=C(C=C1)OC ((E,E)-5-(2-methoxyphenyl)-5-(4-methoxyphenyl)-N-[4-(3-pyridinyl)butyl]-2,4-pentadienamide). Yield: 81.2%. As a reaction SMILES: [N+](C1C=CC([O:10][C:11](=O)/[CH:12]=[CH:13]/[CH:14]=[C:15](/[C:24]2[CH:29]=[CH:28][CH:27]=[CH:26][C:25]=2[O:30][CH3:31])\[C:16]2[CH:21]=[CH:20][C:19]([O:22][CH3:23])=[CH:18][CH:17]=2)=CC=1)([O-])=O.[N:33]1[CH:38]=[CH:37][CH:36]=[C:35]([CH2:39][CH2:40][CH2:41][CH2:42][NH2:43])[CH:34]=1>O1CCCC1>[CH3:31][O:30][C:25]1[CH:26]=[CH:27][CH:28]=[CH:29][C:24]=1/[C:15](/[C:16]1[CH:17]=[CH:18][C:19]([O:22][CH3:23])=[CH:20][CH:21]=1)=[CH:14]/[CH:13]=[CH:12]/[C:11]([NH:43][CH2:42][CH2:41][CH2:40][CH2:39][C:35]1[CH:34]=[N:33][CH:38]=[CH:37][CH:36]=1)=[O:10]. Procedure details: As before in Example 134, a solution of (E,E)-5-(2-methoxyphenyl)-5-(4-methoxyphenyl)-2,4-pentadienoic acid 4-nitrophenyl ester (1.5 g) an 3-pyridinebutanamine (0.64 g) in tetrahydrofuran (15 mL) was stirred overnight at room temperature. After the usual workup. the crude product was crystallized from ethyl acetate to furnish 1.25 g of (E,E)-5-(2-methoxyphenyl)-5-(4-methoxyphenyl)-N-[4-(3-pyridinyl)butyl]-2,4-pentadienamide, mp 164°-165° C. The reactants are C1CCOC1, C[Si](C)(C)[N-][Si](C)(C)C, Cc1c(NS(=O)(=O)CCCCl)cccc1-c1ccc(C(N)=O)c2[nH]c3cc(C(=O)N4CCN(C)CC4)ccc3c12, O=C(O)C(F)(F)F, [Li+], CN(C)C=O. Yields the product Cc1c(-c2ccc(C(N)=O)c3[nH]c4cc(C(=O)N5CCN(C)CC5)ccc4c23)cccc1N1CCCS1(=O)=O. RXN SMILES: [CH2:63]1[O:64][CH2:65][CH2:66][CH2:67]1.[CH3:48][Si:49]([CH3:50])([CH3:51])[N-:52][Si:53]([CH3:54])([CH3:55])[CH3:56].[Cl:1][CH2:2][CH2:3][CH2:4][S:5](=[O:6])(=[O:7])[NH:8][c:9]1[c:10]([CH3:40])[c:11](-[c:15]2[cH:16][cH:17][c:18]([C:37](=[O:38])[NH2:39])[c:19]3[nH:20][c:21]4[cH:22][c:23]([C:28](=[O:29])[N:30]5[CH2:31][CH2:32][N:33]([CH3:36])[CH2:34][CH2:35]5)[cH:24][cH:25][c:26]4[c:27]23)[cH:12][cH:13][cH:14]1.[F:41][C:42]([F:43])([F:44])[C:45]([OH:46])=[O:47].[Li+:57].[O:58]=[CH:59][N:60]([CH3:61])[CH3:62]>>[CH2:2]1[CH2:3][CH2:4][S:5](=[O:6])(=[O:7])[N:8]1[c:9]1[c:10]([CH3:40])[c:11](-[c:15]2[cH:16][cH:17][c:18]([C:37](=[O:38])[NH2:39])[c:19]3[nH:20][c:21]4[cH:22][c:23]([C:28](=[O:29])[N:30]5[CH2:31][CH2:32][N:33]([CH3:36])[CH2:34][CH2:35]5)[cH:24][cH:25][c:26]4[c:27]23)[cH:12][cH:13][cH:14]1.